Dataset: the Open Reaction Database (ORD), a public repository of structured organic reaction records. Task: describe an organic reaction: reactants, conditions, products, and yield The reactants are crude product, N[C@H](CC1=CC=CC=C1)C(=O)NCC(=O)OC (D-Phe-Gly-OMe). Solvent: C1(=CC=CC=C1)C (toluene). Run at temperature 0 celsius. Yields the product C(C1=CC=CC=C1)[C@H]1NC(CNC1=O)=O (2-(R)-Benzyl-3,6-diketo-piperazine). RXN SMILES: [NH2:1][C@@H:2]([C:10]([NH:12][CH2:13][C:14]([O:16]C)=O)=[O:11])[CH2:3][C:4]1[CH:9]=[CH:8][CH:7]=[CH:6][CH:5]=1>C1(C)C=CC=CC=1>[CH2:3]([C@@H:2]1[C:10](=[O:11])[NH:12][CH2:13][C:14](=[O:16])[NH:1]1)[C:4]1[CH:9]=[CH:8][CH:7]=[CH:6][CH:5]=1. Reported procedure: The crude product D-Phe-Gly-OMe (6 g, 25 mmol) was powdered and then dispersed in 100 ml toluene and heated at reflux overnight. The reaction flask was cooled to 0° C. and the solid product (3.50 9, 69%) was collected by filtration: m.p. 256°-257° C.; DCI-NH3 -MS, m/z (relative intensity), 222 (MNH4+, 100%), 205 (MH+, 31%); Reactants: O=C([O-])O, CC(=O)O, [Cu+2], Nc1c(F)cc(I)cc1F, N#C[K], O=N[O-], [Na+], [Na+], [Na+], [OH-], O, O, O, O, O, O, O=S(=O)(O)O, O=S(=O)([O-])[O-], c1ccccc1. Yields the product N#Cc1c(F)cc(I)cc1F. RXN SMILES: [C:18](=[O:19])([OH:20])[O-:21].[CH3:48][C:49](=[O:50])[OH:51].[Cu+2:41].[F:5][c:6]1[c:7]([NH2:8])[c:9]([F:14])[cH:10][c:11]([I:13])[cH:12]1.[K:15][C:16]#[N:17].[N:1]([O-:2])=[O:3].[Na+:22].[Na+:24].[Na+:4].[OH-:23].[OH2:30].[OH2:31].[OH2:32].[OH2:33].[OH2:34].[OH2:35].[S:25](=[O:26])(=[O:27])([OH:28])[OH:29].[S:36]([O-:37])([O-:38])(=[O:39])=[O:40].[cH:42]1[cH:43][cH:44][cH:45][cH:46][cH:47]1>>[F:5][c:6]1[c:7]([C:16]#[N:17])[c:9]([F:14])[cH:10][c:11]([I:13])[cH:12]1. The reactants are C=Cc1ccc(NC)nc1, CN1CCCC1=O, CN1CCc2[nH]c3ccc(Cl)cc3c2C1, [K+], [OH-]. Yields the product CNc1ccc(CCn2c3c(c4cc(Cl)ccc42)CN(C)CC3)cn1. As a reaction SMILES: [CH3:16][NH:17][c:18]1[n:19][cH:20][c:21]([CH:24]=[CH2:25])[cH:22][cH:23]1.[CH3:28][N:29]1[CH2:30][CH2:31][CH2:32][C:33]1=[O:34].[Cl:1][c:2]1[cH:3][c:4]2[c:5]3[c:6]([nH:7][c:8]2[cH:9][cH:10]1)[CH2:11][CH2:12][N:13]([CH3:15])[CH2:14]3.[K+:27].[OH-:26]>>[Cl:1][c:2]1[cH:3][c:4]2[c:5]3[c:6]([n:7]([CH2:25][CH2:24][c:21]4[cH:20][n:19][c:18]([NH:17][CH3:16])[cH:23][cH:22]4)[c:8]2[cH:9][cH:10]1)[CH2:11][CH2:12][N:13]([CH3:15])[CH2:14]3. Reactants: ClC1=C(C(=CC=C1)Cl)N1C(N(C2=NC(=NC=C2C1)S(=O)(=O)C)C1=CC(=CC=C1)CCN1C(C=2C(C1=O)=CC=CC2)=O)=O (3-(2,6-dichlorophenyl)-7-methanesulfonyl-3,4-dihydro-1-[3-(2-phthalimidoethyl)phenyl]pyrimido[4,5-d]pyrimidin-2(1H)-one), NC1=CC=CC=C1 (aniline). Conditions: temperature 180 celsius. Yields the product N(C1=CC=CC=C1)C1=NC=C2C(=N1)N(C(N(C2)C2=C(C=CC=C2Cl)Cl)=O)C2=CC(=CC=C2)CCN2C(C=1C(C2=O)=CC=CC1)=O (7-anilino3-(2,6-dichlorophenyl)-3,4-dihydro-1-[3-(2-phthalimidoethyl)phenyl]pyrimido[4,5-d]pyrimidin-2(1H)-one). Yield: 29.0%. Reaction SMILES: [Cl:1][C:2]1[CH:7]=[CH:6][CH:5]=[C:4]([Cl:8])[C:3]=1[N:9]1[CH2:18][C:17]2[C:12](=[N:13][C:14](S(C)(=O)=O)=[N:15][CH:16]=2)[N:11]([C:23]2[CH:28]=[CH:27][CH:26]=[C:25]([CH2:29][CH2:30][N:31]3[C:35](=[O:36])[C:34]4=[CH:37][CH:38]=[CH:39][CH:40]=[C:33]4[C:32]3=[O:41])[CH:24]=2)[C:10]1=[O:42].[NH2:43][C:44]1[CH:49]=[CH:48][CH:47]=[CH:46][CH:45]=1>>[NH:43]([C:14]1[N:13]=[C:12]2[N:11]([C:23]3[CH:28]=[CH:27][CH:26]=[C:25]([CH2:29][CH2:30][N:31]4[C:32](=[O:41])[C:33]5=[CH:40][CH:39]=[CH:38][CH:37]=[C:34]5[C:35]4=[O:36])[CH:24]=3)[C:10](=[O:42])[N:9]([C:3]3[C:4]([Cl:8])=[CH:5][CH:6]=[CH:7][C:2]=3[Cl:1])[CH2:18][C:17]2=[CH:16][N:15]=1)[C:44]1[CH:49]=[CH:48][CH:47]=[CH:46][CH:45]=1. Procedure: A mixture of 200 mg (0.52 mmol) of 3-(2,6-dichlorophenyl)-7-methanesulfonyl-3,4-dihydro-1-[3-(2-phthalimidoethyl)phenyl]pyrimido[4,5-d]pyrimidin-2(1H)-one and 3 ml of aniline was heated at 180° C. for 40 minutes and then cooled. The mixture was partitioned between 40 ml of dichloromethane and 40 ml of 2M hydrochloric acid. The organic phase was dried over magnesium sulfate, filtered and evaporated. The residue was subjected to column chromatography on silica gel using diethyl ether/hexane (1:1) ...